From a dataset of the Open Reaction Database (ORD), a public repository of structured organic reaction records. describe an organic reaction: reactants, conditions, products, and yield Starting materials: 4-(hydroxymethyl)phenylborate, [bis(diphenylphosphino)ferrocene]dichloropalladium, C([O-])([O-])=O.[K+].[K+] (potassium carbonate), O (water), FC(S(=O)(=O)OC1=C2CNC(C2=C(C=C1)C=1N(C2=CC=C(C=C2C1)CN1CCCCC1)C(=O)OC(C)(C)C)=O)(F)F (4-trifluoromethanesulfonyloxy-7-[1-(tert-butoxycarbonyl)-5-(piperidinomethyl)indol-2-yl]isoindolinone). Run in C(OC)COC (dimethoxyethane). Product: OCC1=CC=C(C=C1)C1=C2CNC(C2=C(C=C1)C=1N(C2=CC=C(C=C2C1)CN1CCCCC1)C(=O)OC(C)(C)C)=O (4-[4-(hydroxymethyl)phenyl]-7-[1-(tert-butoxycarbonyl)-5-(piperidinomethyl)indol-2-yl]isoindolinone). Yield: 128.1%. Reaction SMILES: FC(F)(F)S(O[C:7]1[CH:15]=[CH:14][C:13]([C:16]2[N:17]([C:32]([O:34][C:35]([CH3:38])([CH3:37])[CH3:36])=[O:33])[C:18]3[C:23]([CH:24]=2)=[CH:22][C:21]([CH2:25][N:26]2[CH2:31][CH2:30][CH2:29][CH2:28][CH2:27]2)=[CH:20][CH:19]=3)=[C:12]2[C:8]=1[CH2:9][NH:10][C:11]2=[O:39])(=O)=O.[C:42](=[O:45])([O-])[O-].[K+].[K+].O>C(COC)OC>[OH:45][CH2:42][C:7]1[CH:15]=[CH:14][C:13]([C:7]2[CH:15]=[CH:14][C:13]([C:16]3[N:17]([C:32]([O:34][C:35]([CH3:37])([CH3:36])[CH3:38])=[O:33])[C:18]4[C:23]([CH:24]=3)=[CH:22][C:21]([CH2:25][N:26]3[CH2:31][CH2:30][CH2:29][CH2:28][CH2:27]3)=[CH:20][CH:19]=4)=[C:12]3[C:8]=2[CH2:9][NH:10][C:11]3=[O:39])=[CH:12][CH:8]=1 |f:1.2.3|. Procedure: In a similar manner to Step 1 of Example 152, 4-trifluoromethanesulfonyloxy-7-[1-(tert-butoxycarbonyl)-5-(piperidinomethyl)indol-2-yl]isoindolinone (80.0 mg, 0.135 mmol) was dissolved in dimethoxyethane (9.6 mL), and the solution was treated with 4-(hydroxymethyl)phenylborate (62.0 mg, 0.405 mmol), [bis(diphenylphosphino)ferrocene]dichloropalladium (22 mg, 0.027 mmol), potassium carbonate (93.0 mg, 0.675 mmol) and water (0.098 mL), followed by purification by preparative thin-layer chromatograph... Starting materials: C([O-])([O-])=O.[K+].[K+] (potassium carbonate), FC1=C2CCNN3C2=C(C=C1)C(C(=C3)C(=O)OCC)=O (Ethyl 4-Fluoro-2,3-dihydro-7-oxo-1H,7H-pyrido[3,2,1-ij]cinnoline-8-carboxylate), COS(=O)(=O)OC (dimethylsulfate). Run in ice water. Conditions: temperature 120 celsius, time 1 hour. The product is FC1=C2CCN(N3C2=C(C=C1)C(C(=C3)C(=O)OC)=O)C (Methyl 4-Fluoro-2,3-dihydro-1-methyl-7-oxo-1H,7H -pyrido[3,2,1-ij]cinnoline-8-carboxylate). Yield: 45.9%. As a reaction SMILES: [F:1][C:2]1[CH:11]=[CH:10][C:9]2[C:12](=[O:20])[C:13]([C:15]([O:17][CH2:18]C)=[O:16])=[CH:14][N:7]3[C:8]=2[C:3]=1[CH2:4][CH2:5][NH:6]3.[CH3:21]OS(OC)(=O)=O.C(=O)([O-])[O-].[K+].[K+]>>[F:1][C:2]1[CH:11]=[CH:10][C:9]2[C:12](=[O:20])[C:13]([C:15]([O:17][CH3:18])=[O:16])=[CH:14][N:7]3[C:8]=2[C:3]=1[CH2:4][CH2:5][N:6]3[CH3:21] |f:2.3.4|. Reported procedure: To 1.24 g (4.5 mmol) of the compound (189) obtained in Example 62, 8 ml (87 mmol) of dimethylsulfate was added, and the solution was heated at 120° C. for 3 hours. After air-cooling, the solution was added to 70 ml of ice/water to which 12 g (87 mmol) of anhydrous potassium carbonate was added, and the solution was stirred for 1 hour. The solution was extracted with 100 ml of chloroform, and after drying over magnesium sulfate, the solvent was removed by distillation. The residue was separated b... Product: CC(C(=O)O)c1ccc(CC2CCCCC2O)cc1. As a reaction SMILES: [ClH:20].[O:1]=[C:2]1[CH:3]([CH2:8][c:9]2[cH:10][cH:11][c:12]([CH:15]([C:16](=[O:17])[OH:18])[CH3:19])[cH:13][cH:14]2)[CH2:4][CH2:5][CH2:6][CH2:7]1.[O:21]1[CH2:22][CH2:23][CH2:24][CH2:25]1>>[OH:1][CH:2]1[CH:3]([CH2:8][c:9]2[cH:10][cH:11][c:12]([CH:15]([C:16](=[O:17])[OH:18])[CH3:19])[cH:13][cH:14]2)[CH2:4][CH2:5][CH2:6][CH2:7]1. The reactants are Cl, CC(C(=O)O)c1ccc(CC2CCCCC2=O)cc1, C1CCOC1. Product: CN1CCN(c2cc([N+](=O)[O-])cc(C(F)(F)F)c2)CC1. Starting materials: CN1CCNCC1, CC(C)(C)[O-], Cc1ccccc1, CCOC(C)=O, O=[N+]([O-])c1cc(I)cc(C(F)(F)F)c1, [Na+], O. As a reaction SMILES: [CH3:15][N:16]1[CH2:17][CH2:18][NH:19][CH2:20][CH2:21]1.[CH3:22][C:23]([CH3:24])([O-:25])[CH3:26].[CH3:28][c:29]1[cH:30][cH:31][cH:32][cH:33][cH:34]1.[CH3:35][CH2:36][O:37][C:38](=[O:39])[CH3:40].[I:1][c:2]1[cH:3][c:4]([N+:12](=[O:13])[O-:14])[cH:5][c:6]([C:8]([F:9])([F:10])[F:11])[cH:7]1.[Na+:27].[OH2:41]>>[c:2]1([N:19]2[CH2:18][CH2:17][N:16]([CH3:15])[CH2:21][CH2:20]2)[cH:3][c:4]([N+:12](=[O:13])[O-:14])[cH:5][c:6]([C:8]([F:9])([F:10])[F:11])[cH:7]1. The reactants are [Al+3], C1CCOC1, COC(=O)c1ccc(-c2cccc(OC(F)F)c2)c(C2CCCC2(C)C)c1, [H-], [H-], [H-], [H-], [Li+], [Na+], [OH-]. Yields the product CC1(C)CCCC1c1cc(CO)ccc1-c1cccc(OC(F)F)c1. Reaction SMILES: [Al+3:29].[CH2:36]1[O:37][CH2:38][CH2:39][CH2:40]1.[F:1][CH:2]([O:3][c:4]1[cH:5][c:6](-[c:10]2[c:11]([CH:20]3[C:21]([CH3:25])([CH3:26])[CH2:22][CH2:23][CH2:24]3)[cH:12][c:13]([C:16](=[O:17])[O:18][CH3:19])[cH:14][cH:15]2)[cH:7][cH:8][cH:9]1)[F:27].[H-:28].[H-:31].[H-:32].[H-:33].[Li+:30].[Na+:35].[OH-:34]>>[F:1][CH:2]([O:3][c:4]1[cH:5][c:6](-[c:10]2[c:11]([CH:20]3[C:21]([CH3:25])([CH3:26])[CH2:22][CH2:23][CH2:24]3)[cH:12][c:13]([CH2:16][OH:17])[cH:14][cH:15]2)[cH:7][cH:8][cH:9]1)[F:27]. Starting materials: 56d, COC1=C(C=CC=C1)N1CCNCC1 (1-(2-methoxy-phenyl)-piperazine), COC(=O)C1N(CC(C1)=O)CC1=CC=CC=C1 (1-benzyl-4-oxo-pyrrolidine-2-carboxylic acid methyl ester), FC(C=1C=C(CNC)C=C(C1)C(F)(F)F)(F)F ((3,5-bis-trifluoromethyl-benzyl)-methyl-amine). The product is C(C1=CC=CC=C1)N1[C@@H](C[C@@H](C1)N(C)CC1=CC(=CC(=C1)C(F)(F)F)C(F)(F)F)C(=O)N1CCN(CC1)C1=C(C=CC=C1)OC ({(2S,4S)-1-Benzyl-4-[(3,5-bis-trifluoromethyl-benzyl)-methyl-amino]-pyrrolidin-2-yl}-[4-(2-methoxy-phenyl)-piperazin-1-yl]-methanone). The yield is 12.2%. Reaction SMILES: CO[C:3]([CH:5]1[CH2:9][C:8](=O)[CH2:7][N:6]1[CH2:11][C:12]1[CH:17]=[CH:16][CH:15]=[CH:14][CH:13]=1)=[O:4].[F:18][C:19]([F:34])([F:33])[C:20]1[CH:21]=[C:22]([CH:26]=[C:27]([C:29]([F:32])([F:31])[F:30])[CH:28]=1)[CH2:23][NH:24][CH3:25].[CH3:35][O:36][C:37]1[CH:42]=[CH:41][CH:40]=[CH:39][C:38]=1[N:43]1[CH2:48][CH2:47][NH:46][CH2:45][CH2:44]1>>[CH2:11]([N:6]1[CH2:7][C@@H:8]([N:24]([CH2:23][C:22]2[CH:21]=[C:20]([C:19]([F:33])([F:34])[F:18])[CH:28]=[C:27]([C:29]([F:32])([F:31])[F:30])[CH:26]=2)[CH3:25])[CH2:9][C@H:5]1[C:3]([N:46]1[CH2:45][CH2:44][N:43]([C:38]2[CH:39]=[CH:40][CH:41]=[CH:42][C:37]=2[O:36][CH3:35])[CH2:48][CH2:47]1)=[O:4])[C:12]1[CH:13]=[CH:14][CH:15]=[CH:16][CH:17]=1. Reported procedure: As described for Example 56b and 56d, 1-benzyl-4-oxo-pyrrolidine-2-carboxylic acid methyl ester (100 mg, 0.428 mmol) was converted, using (3,5-bis-trifluoromethyl-benzyl)-methyl-amine instead of 3,5-bis-trifluoromethyl-benzylamine, and using 1-(2-methoxy-phenyl)-piperazine instead of 1-(3-trifluoromethyl-phenyl)-piperazine, to the title compound (11.3 mg, 12.2%) as light yellow oil. MS m/e=635.5 [M+H]+. Starting materials: COC1=CC=C(C(CBr)=O)C=C1 (4-methoxyphenacyl bromide), C(C(=O)C1=CC=CC=C1)Br (phenacyl bromide), C(C)C1=CC=NC=C1 (4-ethylpyridine). Run in N1=CC=CC=C1 (pyridine). Yields the product [Br-].C(C(=O)C1=CC=CC=C1)[N+]1=CC=C(C=C1)CC (N-(phenacyl)4-ethyl-pyridinium bromide). As a reaction SMILES: CO[C:3]1[CH:12]=[CH:11][C:6]([C:7](=[O:10])[CH2:8][Br:9])=[CH:5][CH:4]=1.C(Br)C(C1C=CC=CC=1)=O.[CH2:23]([C:25]1[CH:30]=[CH:29][N:28]=[CH:27][CH:26]=1)[CH3:24]>N1C=CC=CC=1>[Br-:9].[CH2:8]([N+:28]1[CH:29]=[CH:30][C:25]([CH2:23][CH3:24])=[CH:26][CH:27]=1)[C:7]([C:6]1[CH:11]=[CH:12][CH:3]=[CH:4][CH:5]=1)=[O:10] |f:4.5|. Reported procedure: Employing the procedure of Example I but replacing 4-methoxyphenacyl bromide with a substantially equimolecular amount of phenacyl bromide and replacing pyridine with a substantially equimolecular amount of 4-ethylpyridine there is obtained N-(phenacyl)4-ethyl-pyridinium bromide, a white solid melting at 236-238° C., and which is soluble in water.